This data is from the Open Reaction Database (ORD), a public repository of structured organic reaction records. The task is: describe an organic reaction: reactants, conditions, products, and yield Reactants: O=C1CCC(=O)N1Br, Cc1ccc2cc(Br)ccc2n1, ClC(Cl)(Cl)Cl. Yields the product BrCc1ccc2cc(Br)ccc2n1. As a reaction SMILES: [Br:1][N:2]1[C:3](=[O:4])[CH2:5][CH2:6][C:7]1=[O:8].[Br:9][c:10]1[cH:11][c:12]2[cH:13][cH:14][c:15]([CH3:20])[n:16][c:17]2[cH:18][cH:19]1.[C:21]([Cl:22])([Cl:23])([Cl:24])[Cl:25]>>[Br:1][CH2:20][c:15]1[cH:14][cH:13][c:12]2[cH:11][c:10]([Br:9])[cH:19][cH:18][c:17]2[n:16]1. Starting materials: COCC1=CN=C2N1C=C(C=C2)C#N (3-(Methoxymethyl)imidazo[1,2-a]pyridine-6-carbonitrile), N (ammonia). Reagents/catalysts: [Ni] (Raney nickel). Run in CO (methanol). Reaction conditions: time 2 hour. Yields the product COCC1=CN=C2N1C=C(C=C2)CN ((3-(Methoxymethyl)imidazo[1,2-a]pyridin-6-yl)methanamine). Yield: 98.0%. RXN SMILES: [CH3:1][O:2][CH2:3][C:4]1[N:8]2[CH:9]=[C:10]([C:13]#[N:14])[CH:11]=[CH:12][C:7]2=[N:6][CH:5]=1.N>CO.[Ni]>[CH3:1][O:2][CH2:3][C:4]1[N:8]2[CH:9]=[C:10]([CH2:13][NH2:14])[CH:11]=[CH:12][C:7]2=[N:6][CH:5]=1. Procedure details: To a solution of 3-(methoxymethyl)imidazo[1,2-a]pyridine-6-carbonitrile (7-3) (300 mg, 1.6 mmol) in methanol (30 mL) were added Raney nickel (slurry in water, 150 mg) and 1N ammonia. The reaction mixture was stirred under H2 for 2 h. The mixture was filtered. The filtrate was concentrated to afford the title compound (300 mg). MS (m/z): 192.0 (M+H)+